Task: describe an organic reaction: reactants, conditions, products, and yield. Dataset: the Open Reaction Database (ORD), a public repository of structured organic reaction records Starting materials: [Li]CCCC (n-BuLi), hexanes, CON(C(C=1C(N)=CC=CC1)=O)C (N-methoxy-N-methyl anthranilic acid amide), Example 1(A), C(C1=CC=CC=C1)OC1=CC=C(C=C1)Br (4-benzyloxy-bromobenzene), Cl (hydrochloric acid). Solvent: O1CCCC1 (tetrahydrofuran). Run at time 20 minute. The product is C(C1=CC=CC=C1)OC1=CC=C(C=C1)C(C1=C(C=CC=C1)N)=O (4'-benzyloxy-2-aminobenzophenone). RXN SMILES: CON(C)[C:4](=[O:12])[C:5]1[C:6](=[CH:8][CH:9]=[CH:10][CH:11]=1)[NH2:7].[CH2:14]([O:21][C:22]1[CH:27]=[CH:26][C:25](Br)=[CH:24][CH:23]=1)[C:15]1[CH:20]=[CH:19][CH:18]=[CH:17][CH:16]=1.[Li]CCCC.Cl>O1CCCC1>[CH2:14]([O:21][C:22]1[CH:27]=[CH:26][C:25]([C:4](=[O:12])[C:5]2[CH:11]=[CH:10][CH:9]=[CH:8][C:6]=2[NH2:7])=[CH:24][CH:23]=1)[C:15]1[CH:20]=[CH:19][CH:18]=[CH:17][CH:16]=1. Procedure: To a mixture of N-methoxy-N-methyl anthranilic acid amide prepared as in Example 1(A)(2.00 g, 11.1 mmol) and 4-benzyloxy-bromobenzene (2.92 g, 11.1 mmol) in anhydrous tetrahydrofuran (65 ml) at -78° C. under nitrogen is added, with vigorous stirring, n-BuLi in hexanes (13.8 ml, 1.6M, 22.2 mmol) at 0.60 ml/min. After 20 min, aqueous hydrochloric acid is added (1N, 20 ml), the mixture extracted with ethyl acetate (150 ml), ethyl acetate washed with water, brine, dried over magnesium sulfate, and c... Starting materials: BrC1=CC2=C(CS(C2)(=O)=O)C=C1 (5-bromo-1,3-dihydro-benzo[c]thiophene 2,2-dioxide), B1(OC(C(O1)(C)C)(C)C)B2OC(C(O2)(C)C)(C)C (bis(pinacolato)diboron), CC(=O)[O-].[K+] (KOAc), C(=O)([O-])[O-].[K+].[K+] (K2CO3), 4-amino-2-bromo-thieno[3,2-c]pyridine-7-carboxylic acid amide H2SO4, NC1=NC=C(C2=C1C=C(S2)Br)C(=O)N (4-amino-2-bromo-thieno[3,2-c]pyridine-7-carboxylic acid amide). Solvent: CS(=O)C (DMSO), CS(=O)C (DMSO), O (H2O). Run at temperature 85 celsius, time 12 hour. Product: NC1=NC=C(C2=C1C=C(S2)C2=CC1C(CS(C1)(=O)=O)C=C2)C(=O)N (4-Amino-2-(2,2-dioxo-2,3,3a,7a-tetrahydro-1H-2λ6-benzo[c]thiophen-5-yl)-thieno[3,2-c]pyridine-7-carboxylic acid amide). RXN SMILES: Br[C:2]1[CH:12]=[CH:11][C:5]2[CH2:6][S:7](=[O:10])(=[O:9])[CH2:8][C:4]=2[CH:3]=1.B1(B2OC(C)(C)C(C)(C)O2)OC(C)(C)C(C)(C)O1.CC([O-])=O.[K+].C([O-])([O-])=O.[K+].[K+].[NH2:42][C:43]1[C:48]2[CH:49]=[C:50](Br)[S:51][C:47]=2[C:46]([C:53]([NH2:55])=[O:54])=[CH:45][N:44]=1>CS(C)=O.O>[NH2:42][C:43]1[C:48]2[CH:49]=[C:50]([C:2]3[CH:12]=[CH:11][CH:5]4[CH2:6][S:7](=[O:10])(=[O:9])[CH2:8][CH:4]4[CH:3]=3)[S:51][C:47]=2[C:46]([C:53]([NH2:55])=[O:54])=[CH:45][N:44]=1 |f:2.3,4.5.6|. Procedure details: To a stirred solution 5-bromo-1,3-dihydro-benzo[c]thiophene 2,2-dioxide (160 mg, 0.65 mmol) 67 (Salor, Milwaukee, Wis.) in DMSO (1 mL) was added bis(pinacolato)diboron (178 mg, 0.70 mmol), KOAc (159 mg, 1.6 mmol) and Pd(dppf)Cl2 DCM complex (22 mg, 0.027 mmol). The mixture was degassed with N2 and heated at 85° C. for 2 h then DMSO (2 mL), H2O (0.5 mL), K2CO3 (223 mg, 1.6 mmol) and 4-amino-2-bromo-thieno[3,2-c]pyridine-7-carboxylic acid amide H2SO4 salt 17 (200 mg, 0.54 mmol) were added. The mix... Reactants: C(C1=CC=CC=C1)C=1C=NC2=C(C=CC=C2C1C=1C=C(C=CC1)N)C(F)(F)F ({3-[3-benzyl-8-(trifluoromethyl)quinolin-4-yl]phenyl}amine), FC1=C(C=O)C(=CC=C1)OC (2-fluoro-6-methoxybenzaldehyde). Product: C(C1=CC=CC=C1)C=1C=NC2=C(C=CC=C2C1C=1C=C(C=CC1)NCC1=C(C=CC=C1OC)F)C(F)(F)F ({3-[3-BENZYL-8-(TRIFLUOROMETHYL)QUINOLIN-4-YL]PHENYL}(2-FLUORO-6-METHOXYBENZYL)AMINE). RXN SMILES: [CH2:1]([C:8]1[CH:9]=[N:10][C:11]2[C:16]([C:17]=1[C:18]1[CH:19]=[C:20]([NH2:24])[CH:21]=[CH:22][CH:23]=1)=[CH:15][CH:14]=[CH:13][C:12]=2[C:25]([F:28])([F:27])[F:26])[C:2]1[CH:7]=[CH:6][CH:5]=[CH:4][CH:3]=1.[F:29][C:30]1[CH:37]=[CH:36][CH:35]=[C:34]([O:38][CH3:39])[C:31]=1[CH:32]=O>>[CH2:1]([C:8]1[CH:9]=[N:10][C:11]2[C:16]([C:17]=1[C:18]1[CH:19]=[C:20]([NH:24][CH2:32][C:31]3[C:34]([O:38][CH3:39])=[CH:35][CH:36]=[CH:37][C:30]=3[F:29])[CH:21]=[CH:22][CH:23]=1)=[CH:15][CH:14]=[CH:13][C:12]=2[C:25]([F:28])([F:26])[F:27])[C:2]1[CH:3]=[CH:4][CH:5]=[CH:6][CH:7]=1. Reported procedure: The title compound was prepared from {3-[3-benzyl-8-(trifluoromethyl)quinolin-4-yl]phenyl}amine and 2-fluoro-6-methoxybenzaldehyde according to the procedure of step 1, Example 66. MS (ESI) m/z 517. Reactants: C(C)(C)(C)OC(NC1CCC(CC1)NC(C1=C(C=C(C=C1)O)O)=O)=O ([4-(2,4-Dihydroxy benzoylamino)cyclohexyl]carbamic acid tert-butyl ester), BrCC=1C=C(C#N)C=CC1 (3-bromomethyl-benzonitrile). The product is C(C)(C)(C)OC(NC1CCC(CC1)NC(C1=C(C=C(C=C1)OCC1=CC(=CC=C1)C#N)OCC1=CC(=CC=C1)C#N)=O)=O ({4-[2,4-Bis-(3-cyano benzyloxy)benzoylamino]cyclohexyl}carbamic Acid Tert-butyl Ester). The yield is 53.4%. Reaction SMILES: [C:1]([O:5][C:6](=[O:25])[NH:7][CH:8]1[CH2:13][CH2:12][CH:11]([NH:14][C:15](=[O:24])[C:16]2[CH:21]=[CH:20][C:19]([OH:22])=[CH:18][C:17]=2[OH:23])[CH2:10][CH2:9]1)([CH3:4])([CH3:3])[CH3:2].Br[CH2:27][C:28]1[CH:29]=[C:30]([CH:33]=[CH:34][CH:35]=1)[C:31]#[N:32]>>[C:1]([O:5][C:6](=[O:25])[NH:7][CH:8]1[CH2:13][CH2:12][CH:11]([NH:14][C:15](=[O:24])[C:16]2[CH:21]=[CH:20][C:19]([O:22][CH2:27][C:28]3[CH:35]=[CH:34][CH:33]=[C:30]([C:31]#[N:32])[CH:29]=3)=[CH:18][C:17]=2[O:23][CH2:27][C:28]2[CH:35]=[CH:34][CH:33]=[C:30]([C:31]#[N:32])[CH:29]=2)[CH2:10][CH2:9]1)([CH3:4])([CH3:2])[CH3:3]. Procedure: [4-(2,4-Dihydroxy benzoylamino)cyclohexyl]carbamic acid tert-butyl ester (0.85 g, 2.42 mmol) and 3-bromomethyl-benzonitrile (1.89 g, 9.68 mmol) and other reagents as described in Example 75(a) were used to afford 0.75 g of the required product. 1H NMR (DMSO-d6): δ 1.4 (9H, s), 1.75 (4H, m), 3.15 (1H, m), 3.65 (2H, m), 4.55 (1H, m), 5.25 (4H, s), 6.72 (2H, m), 6.9 (1H, s), 7.7 (6H, m), 7.85 (4H, m), 7.94 (1H, s), 8.04 (1H, s). Starting materials: C(C)(C)(C)N1N=CC(=C1C1=CC=C(C=C1)F)C=1SCC(N1)C(=O)O (2-(1-(tert-butyl)-5-(4-fluorophenyl)-1H-pyrazol-4-yl)-4,5-dihydrothiazole-4-carboxylic acid), N1C(C=CC=2CNCCC12)=O (5,6,7,8-tetrahydro-1,6-naphthyridin-2(1H)-one). Product: C(C)(C)(C)N1N=CC(=C1C1=CC=C(C=C1)F)C=1SCC(N1)C(=O)N1CC=2C=CC(NC2CC1)=O (6-({2-[1-tert-butyl-5-(4-fluorophenyl)-1H-pyrazol-4-yl]-4,5-dihydro-1,3-thiazol-4-yl}carbonyl)-5,6,7,8-tetrahydro-1,6-naphthyridin-2(1H)-one). Reaction SMILES: [C:1]([N:5]1[C:9]([C:10]2[CH:15]=[CH:14][C:13]([F:16])=[CH:12][CH:11]=2)=[C:8]([C:17]2[S:18][CH2:19][CH:20]([C:22](O)=[O:23])[N:21]=2)[CH:7]=[N:6]1)([CH3:4])([CH3:3])[CH3:2].[NH:25]1[C:34]2[CH2:33][CH2:32][NH:31][CH2:30][C:29]=2[CH:28]=[CH:27][C:26]1=[O:35]>>[C:1]([N:5]1[C:9]([C:10]2[CH:11]=[CH:12][C:13]([F:16])=[CH:14][CH:15]=2)=[C:8]([C:17]2[S:18][CH2:19][CH:20]([C:22]([N:31]3[CH2:32][CH2:33][C:34]4[NH:25][C:26](=[O:35])[CH:27]=[CH:28][C:29]=4[CH2:30]3)=[O:23])[N:21]=2)[CH:7]=[N:6]1)([CH3:2])([CH3:4])[CH3:3]. Procedure details: Using 2-(1-(tert-butyl)-5-(4-fluorophenyl)-1H-pyrazol-4-yl)-4,5-dihydrothiazole-4-carboxylic acid and 5,6,7,8-tetrahydro-1,6-naphthyridin-2(1H)-one and by reaction and purification in the same manner as in the method described in Example 1, step 7, the title compound was obtained. Reactants: N1C=NC=C1 (imidazole), BrCC1=CSC=C1 (3-bromomethylthiophene), C(=O)([O-])[O-].[K+].[K+] (K2CO3). Run in CC(=O)C (acetone). Product: S1C=C(C=C1)CN1C=NC=C1 (1-(3-Thienylmethyl)-1H-imidazole). Reaction SMILES: [NH:1]1[CH:5]=[CH:4][N:3]=[CH:2]1.Br[CH2:7][C:8]1[CH:12]=[CH:11][S:10][CH:9]=1.C([O-])([O-])=O.[K+].[K+]>CC(C)=O>[S:10]1[CH:11]=[CH:12][C:8]([CH2:7][N:1]2[CH:5]=[CH:4][N:3]=[CH:2]2)=[CH:9]1 |f:2.3.4|. Reported procedure: In a 3 neck, round-bottomed flask reflux a mixture of 11.6 g (0.17 mol) imidazole, 30 g (0.17 mol) 3-bromomethylthiophene, 46 g (0.33 mol) K2CO3 and 400 ml dry acetone. After refluxing for 4 hours filter the reaction mixture and wash the inorganic solids with acetone. Remove the acetone under vacuum and partition the residue betwen H2O/EtOAc. Wash the EtOAc layer several times with H2O, dry (Na2SO4) and concentrate the washed material to obtain a pale yellow oil.